Task: describe an organic reaction: reactants, conditions, products, and yield. Dataset: the Open Reaction Database (ORD), a public repository of structured organic reaction records Reactants: CC(C)(C)C(=O)Oc2ccc1ccccc1c2 (substrate), CC(=O)c1ccccc1 (effective_coupling_partner). The reagents and catalysts are L1. Reaction conditions: temperature 150 celsius, time 24 hour. Product: O=C(c1ccccc1)Cc3ccc2ccccc2c3.O=C(c1ccccc1)C(c3ccc2ccccc2c3)c5ccc4ccccc4c5. Reactants: C(C)#N (acetonitrile), [Li]CCCC (nBuLi), ClC1=C(C(=O)Cl)C=CC(=C1)Cl (2,4-dichlorobenzoyl chloride), C(C)#N (acetonitrile). Run in C1CCOC1 (THF). Conditions: time 15 minute. Product: ClC1=C(C=CC(=C1)Cl)C(CC#N)=O (3-(2,4-dichlorophenyl)-3-oxopropanenitrile). The yield is 97.8%. Reaction SMILES: [C:1](#[N:3])[CH3:2].[Li]CCCC.[Cl:9][C:10]1[CH:18]=[C:17]([Cl:19])[CH:16]=[CH:15][C:11]=1[C:12](Cl)=[O:13]>C1COCC1>[Cl:9][C:10]1[CH:18]=[C:17]([Cl:19])[CH:16]=[CH:15][C:11]=1[C:12](=[O:13])[CH2:2][C:1]#[N:3]. Procedure details: To a stirred solution of acetonitrile (2.0 mL, 38.2 mmol) in THF (50 mL) at −78° C. was added nBuLi (1.81 M in hexane, 16 mL, 28.7 mmol). The resulting slurry was kept at −78° C. for 15 min and 2,4-dichlorobenzoyl chloride (2.0 g, 9.55 mmol) was added dropwise to the acetonitrile anion. After 40 min, the reaction was quenched by addition of saturated NH4Cl (30 mL). THF was removed under reduced pressure and the suspension was filtered. The solid was washed with H2O (100 mL) and dried to give 3-(...